Dataset: the Open Reaction Database (ORD), a public repository of structured organic reaction records. Task: describe an organic reaction: reactants, conditions, products, and yield Reaction SMILES: [CH2:37]1[O:38][CH2:39][CH2:40][CH2:41]1.[CH3:1][O:2][C:3]([CH2:4][CH2:5][c:6]1[cH:7][cH:8][c:9]([O:12][c:13]2[cH:14][cH:15][c:16]([CH2:19][CH:20]([C:21]([N:22]([CH3:23])[CH3:24])=[O:25])[NH:26][C:27](=[O:28])[O:29][C:30]([CH3:31])([CH3:32])[CH3:33])[cH:17][cH:18]2)[cH:10][cH:11]1)=[O:34].[Li+:35].[OH-:36].[OH2:42]>>[O:2]=[C:3]([CH2:4][CH2:5][c:6]1[cH:7][cH:8][c:9]([O:12][c:13]2[cH:14][cH:15][c:16]([CH2:19][CH:20]([C:21]([N:22]([CH3:23])[CH3:24])=[O:25])[NH:26][C:27](=[O:28])[O:29][C:30]([CH3:31])([CH3:32])[CH3:33])[cH:17][cH:18]2)[cH:10][cH:11]1)[OH:34]. Starting materials: C1CCOC1, COC(=O)CCc1ccc(Oc2ccc(CC(NC(=O)OC(C)(C)C)C(=O)N(C)C)cc2)cc1, [Li+], [OH-], O. The product is CN(C)C(=O)C(Cc1ccc(Oc2ccc(CCC(=O)O)cc2)cc1)NC(=O)OC(C)(C)C. Procedure details: To a solution of 1,3-dihydro-1-(2-dimethylaminoethyl)-2H-benzimidazol-2-one (1.32 g) in ether (40 ml) was added 4N hydrogen chloride in dioxane dropwise with stirring. The separated crystals were collected by suction and dried to give 930 mg of 1,3-dihydro-1-(2-dimethylaminoethyl)-2H-benzimidazol-2-one hydrochloride. As a reaction SMILES: [CH3:1][N:2]([CH3:15])[CH2:3][CH2:4][N:5]1[C:9]2[CH:10]=[CH:11][CH:12]=[CH:13][C:8]=2[NH:7][C:6]1=[O:14].[ClH:16]>CCOCC.O1CCOCC1>[ClH:16].[CH3:1][N:2]([CH3:15])[CH2:3][CH2:4][N:5]1[C:9]2[CH:10]=[CH:11][CH:12]=[CH:13][C:8]=2[NH:7][C:6]1=[O:14] |f:4.5|. Starting materials: CN(CCN1C(NC2=C1C=CC=C2)=O)C (1,3-dihydro-1-(2-dimethylaminoethyl)-2H-benzimidazol-2-one), Cl (hydrogen chloride). Solvent: CCOCC (ether), O1CCOCC1 (dioxane). The product is Cl.CN(CCN1C(NC2=C1C=CC=C2)=O)C (1,3-dihydro-1-(2-dimethylaminoethyl)-2H-benzimidazol-2-one hydrochloride).